Dataset: the Open Reaction Database (ORD), a public repository of structured organic reaction records. Task: describe an organic reaction: reactants, conditions, products, and yield RXN SMILES: [CH3:1][O:2][C:3]([CH:4]=[CH:5][c:6]1[cH:7][c:8]([CH3:15])[c:9]([CH:13]=[O:14])[c:10]([CH3:12])[cH:11]1)=[O:16].[Cl:17][CH2:18][Cl:19]>>[CH3:1][O:2][C:3]([CH2:4][CH2:5][c:6]1[cH:7][c:8]([CH3:15])[c:9]([CH:13]=[O:14])[c:10]([CH3:12])[cH:11]1)=[O:16]. The product is COC(=O)CCc1cc(C)c(C=O)c(C)c1. The reactants are COC(=O)C=Cc1cc(C)c(C=O)c(C)c1, ClCCl.